From a dataset of the Open Reaction Database (ORD), a public repository of structured organic reaction records. describe an organic reaction: reactants, conditions, products, and yield Reaction SMILES: [CH3:28][CH2:29][OH:30].[Na:1].[c:2]1([CH2:8][C:9](=[O:10])[N:11]([CH2:12][CH2:13][C:14]([O:16][CH2:15][CH3:17])=[O:18])[C:19]([c:20]2[cH:21][cH:22][cH:23][cH:24][cH:25]2)([CH3:26])[CH3:27])[cH:3][cH:4][cH:5][cH:6][cH:7]1>>[c:2]1([CH:8]2[C:9](=[O:10])[N:11]([C:19]([c:20]3[cH:21][cH:22][cH:23][cH:24][cH:25]3)([CH3:26])[CH3:27])[CH2:12][CH2:13][C:14]2=[O:16])[cH:3][cH:4][cH:5][cH:6][cH:7]1. Starting materials: CCO, [Na], CCOC(=O)CCN(C(=O)Cc1ccccc1)C(C)(C)c1ccccc1. The product is CC(C)(c1ccccc1)N1CCC(=O)C(c2ccccc2)C1=O. Reactants: BrC=1C=C(C=C(C1)Br)[N+](=O)[O-] (3,5-dibromonitrobenzene), TiCl3. The solvent is C(C)(=O)O (acetic acid), Cl (HCl). Run at time 8 hour. The product is BrC=1C=C(N)C=C(C1)Br (3,5-di-bromo-aniline). The yield is 86.7%. Reaction SMILES: [Br:1][C:2]1[CH:3]=[C:4]([N+:9]([O-])=O)[CH:5]=[C:6]([Br:8])[CH:7]=1>C(O)(=O)C.Cl>[Br:1][C:2]1[CH:3]=[C:4]([CH:5]=[C:6]([Br:8])[CH:7]=1)[NH2:9]. Procedure details: 3,5-dibromo-nitro-benzene (262) (500 mg, 1.78 mmol) was dissolved in 4 mL of glacial acetic acid first. TiCl3 with 30 wt % in 2 N HCl was added gradually until the purple color disappeared even after long stirring at room temperature. The reaction was monitored by TLC. After the reaction was completed, the reaction mixture was concentrated down under vacuum to remove the acetic acid. H2O and 1 M NaOH was then added to neutralize the product followed by adding EtOAc solvent. The resulting wax lik...